From a dataset of the Open Reaction Database (ORD), a public repository of structured organic reaction records. describe an organic reaction: reactants, conditions, products, and yield Reactants: CCCc1[nH]c(C2Cc3ccccc3N2C(=O)OC(C)(C)C)nc1C(=O)O, CCC(=N)NCCCN(C)C, C1CCOC1, COC(=O)CN, CN1CCOCC1, ClCCl, Cl, Cl, O, On1nnc2ccccc21. The product is CCCc1[nH]c(C2Cc3ccccc3N2C(=O)OC(C)(C)C)nc1C(=O)NCC(=O)OC. RXN SMILES: [C:12](=[O:13])([OH:14])[c:15]1[n:16][c:17]([CH:23]2[N:24]([C:32](=[O:33])[O:34][C:35]([CH3:36])([CH3:37])[CH3:38])[c:25]3[cH:26][cH:27][cH:28][cH:29][c:30]3[CH2:31]2)[nH:18][c:19]1[CH2:20][CH2:21][CH3:22].[CH2:47]([C:48]([NH:49][CH2:50][CH2:51][CH2:52][N:53]([CH3:54])[CH3:55])=[NH:56])[CH3:57].[CH2:68]1[O:69][CH2:70][CH2:71][CH2:72]1.[CH3:40][O:41][C:42]([CH2:43][NH2:44])=[O:45].[CH3:58][N:59]1[CH2:60][CH2:61][O:62][CH2:63][CH2:64]1.[Cl:65][CH2:66][Cl:67].[ClH:39].[ClH:46].[OH2:1].[OH:2][n:3]1[c:4]2[cH:5][cH:6][cH:7][cH:8][c:9]2[n:10][n:11]1>>[C:12](=[O:13])([c:15]1[n:16][c:17]([CH:23]2[N:24]([C:32](=[O:33])[O:34][C:35]([CH3:36])([CH3:37])[CH3:38])[c:25]3[cH:26][cH:27][cH:28][cH:29][c:30]3[CH2:31]2)[nH:18][c:19]1[CH2:20][CH2:21][CH3:22])[NH:44][CH2:43][C:42]([O:41][CH3:40])=[O:45]. As a reaction SMILES: Br[CH2:2][C:3]1[N:8]=[CH:7][C:6]([C:9]([NH:11][C:12]2[CH:17]=[CH:16][C:15]([Cl:18])=[C:14]([C:19]3[CH:24]=[CH:23][CH:22]=[CH:21][N:20]=3)[CH:13]=2)=[O:10])=[CH:5][CH:4]=1.[CH3:25][N:26]1[CH2:31][CH2:30][NH:29][CH2:28][CH2:27]1>CS(C)=O>[Cl:18][C:15]1[CH:16]=[CH:17][C:12]([NH:11][C:9]([C:6]2[CH:7]=[N:8][C:3]([CH2:2][N:29]3[CH2:30][CH2:31][N:26]([CH3:25])[CH2:27][CH2:28]3)=[CH:4][CH:5]=2)=[O:10])=[CH:13][C:14]=1[C:19]1[CH:24]=[CH:23][CH:22]=[CH:21][N:20]=1. The reactants are BrCC1=CC=C(C=N1)C(=O)NC1=CC(=C(C=C1)Cl)C1=NC=CC=C1 (6-(bromomethyl)-N-(4-chloro-3-(pyridin-2-yl)phenyl)pyridine-3-carboxamide), CN1CCNCC1 (N-methylpiperazine). Run in CS(=O)C (DMSO). The product is ClC1=C(C=C(C=C1)NC(=O)C=1C=NC(=CC1)CN1CCN(CC1)C)C1=NC=CC=C1 (N-(4-chloro-3-(pyridin-2-yl)phenyl)-6-((4-methylpiperazin-1-yl)methyl)pyridine-3-carboxamide). Procedure: 6-(bromomethyl)-N-(4-chloro-3-(pyridin-2-yl)phenyl)pyridine-3-carboxamide was dissolved in 1 mL of DMSO and stirred for 1 h with N-methylpiperazine. The reaction was concentrated, and the crude residue was purified by reverse phase HPLC to yield N-(4-chloro-3-(pyridin-2-yl)phenyl)-6-((4-methylpiperazin-1-yl)methyl)pyridine-3-carboxamide as a pure product. MS (Q1) 422.3 (M)+. Reactants: Cl.C(C)(=O)OCC (hydrogen chloride ethyl acetate), C(C)(C)(C)OC(=O)N1CCN(CC1)C1=NC(=C(C=C1C)C)C (4-(3,5,6-Trimethylpyridin-2-yl)piperazine-1-carboxylic acid tert-butyl ester), C(C)(=O)OCC (Ethyl acetate). Run in C(Cl)(Cl)Cl (chloroform). Conditions: time 8 hour. The product is Cl.CC=1C(=NC(=C(C1)C)C)N1CCNCC1 (1-(3,5,6-trimethylpyridin-2-yl)piperazine hydrochloride). Reaction SMILES: C(OC([N:8]1[CH2:13][CH2:12][N:11]([C:14]2[C:19]([CH3:20])=[CH:18][C:17]([CH3:21])=[C:16]([CH3:22])[N:15]=2)[CH2:10][CH2:9]1)=O)(C)(C)C.[ClH:23].C(OCC)(=O)C.C(OCC)(=O)C>C(Cl)(Cl)Cl>[ClH:23].[CH3:20][C:19]1[C:14]([N:11]2[CH2:10][CH2:9][NH:8][CH2:13][CH2:12]2)=[N:15][C:16]([CH3:22])=[C:17]([CH3:21])[CH:18]=1 |f:1.2,5.6|. Reported procedure: To a mixture of 2,3,5,6-tetrachloropyridine (10 g), 1-Boc-piperazine (8.6 g) and potassium carbonate (13 g) was added 2-butanone (140 mL), and the mixture was refluxed for 8 hr. After cooling, water was added to the reaction mixture, and the mixture was extracted with ethyl acetate. The organic layer was washed with saturated brine, and the solvent was evaporated to give 4-(3,5,6-trichloropyridin-2-yl)piperazine-1-carboxylic acid tert-butyl ester (17 g). To a mixture of 4-(3,5,6-trichloropyridin... The reactants are C(C)(=O)NC1=CC(=C(C(=O)OC)C=C1[N+](=O)[O-])OC (methyl 4-acetamido-2-methoxy-5-nitrobenzoate), Cl (hydrochloric acid), C(C)O (ethanol). The product is NC1=CC(=C(C(=O)OCC)C=C1[N+](=O)[O-])OC (ethyl 4-amino-2-methoxy-5-nitrobenzoate). The yield is 91.0%. As a reaction SMILES: C([NH:4][C:5]1[C:14]([N+:15]([O-:17])=[O:16])=[CH:13][C:8]([C:9]([O:11][CH3:12])=[O:10])=[C:7]([O:18][CH3:19])[CH:6]=1)(=O)C.Cl.[CH2:21](O)C>>[NH2:4][C:5]1[C:14]([N+:15]([O-:17])=[O:16])=[CH:13][C:8]([C:9]([O:11][CH2:12][CH3:21])=[O:10])=[C:7]([O:18][CH3:19])[CH:6]=1. Procedure: To a solution of methyl 4-acetamido-2-methoxy-5-nitrobenzoate (135 mg, 0.50 mmol) in ethanol 10 ml) was added concentrated hydrochloric acid (0.5 ml) dropwise and the mixture refluxed under nitrogen overnight. The reaction mixture was then cooled, the solvents removed and the residue purified by column chromatography (silica gel), eluting with 1:1 ethyl acetate/hexane to give ethyl 4-amino-2-methoxy-5-nitrobenzoate as a yellow solid (110 mg, 91%). Reactants: CC(C)([O-])C.[K+] (potassium tert-butoxide), ClC1=NC=C(C=C1)[N+](=O)[O-] (2-chloro-5-nitropyridine). Solvent: C(C)(C)(C)O (tert-butanol). The product is C(C)(C)(C)OC1=NC=C(C=C1)[N+](=O)[O-] (2-tert-Butoxy-5-Nitropyridine). Reaction SMILES: [CH3:1][C:2]([CH3:5])([O-:4])[CH3:3].[K+].Cl[C:8]1[CH:13]=[CH:12][C:11]([N+:14]([O-:16])=[O:15])=[CH:10][N:9]=1>C(O)(C)(C)C>[C:2]([O:4][C:8]1[CH:13]=[CH:12][C:11]([N+:14]([O-:16])=[O:15])=[CH:10][N:9]=1)([CH3:5])([CH3:3])[CH3:1] |f:0.1|. Reported procedure: To 50 ml. of tert-butanol, there was added potassium tert-butoxide (0.06 mole) and 2-chloro-5-nitropyridine (0.05 mole). A white solid precipitated. The reaction mixture was heated to about 60° for 4 hours. Excess ammonium chloride was added to neutralize excess potassium tert-butoxide. Solvent was removed by evaporation, and the residue was taken up in chloroform, separated, washed with water, dried over magnesium sulfate, and chromatographed on silica gel with a 50:50 mixture of ethyl acetate:... Starting materials: CC(C)(C)OC(=O)N1CCCc2ccc([N+](=O)[O-])cc21, CO. Yields the product CC(C)(C)OC(=O)N1CCCc2ccc(N)cc21. RXN SMILES: [C:1]([CH3:2])([CH3:3])([CH3:4])[O:5][C:6](=[O:7])[N:8]1[CH2:9][CH2:10][CH2:11][c:12]2[cH:13][cH:14][c:15]([N+:18]([O-:19])=[O:20])[cH:16][c:17]21.[CH3:21][OH:22]>>[C:1]([CH3:2])([CH3:3])([CH3:4])[O:5][C:6](=[O:7])[N:8]1[CH2:9][CH2:10][CH2:11][c:12]2[cH:13][cH:14][c:15]([NH2:18])[cH:16][c:17]21. The reactants are CC(C)S(=O)(=O)Cl (propane-2-sulfonyl chloride), N=1C=CN2C1C=C(C=C2)CNC(C2=CC=C(C=C2)C2CNCC2)=O (N-(imidazo[1,2-a]pyridin-7-ylmethyl)-4-(pyrrolidin-3-yl)benzamide), N1CC(C1)C1=CC=C(C(=O)NCC2=CC=3N(C=C2)C=CN3)C=C1 (4-(azetidin-3-yl)-N-(imidazo[1,2-a]pyridin-7-ylmethyl)benzamide). Yields the product C1(CC1)S(=O)(=O)N1CC(CC1)C1=CC=C(C(=O)NCC2=CC=3N(C=C2)C=CN3)C=C1 (4-[1-(cyclopropylsulfonyl)pyrrolidin-3-yl]-N-(imidazo[1,2-a]pyridin-7-ylmethyl)benzamide). As a reaction SMILES: [CH3:1][CH:2]([S:4](Cl)(=[O:6])=[O:5])[CH3:3].[N:8]1[CH:9]=[CH:10][N:11]2[CH:16]=[CH:15][C:14]([CH2:17][NH:18][C:19](=[O:31])[C:20]3[CH:25]=[CH:24][C:23]([CH:26]4[CH2:30][CH2:29][NH:28][CH2:27]4)=[CH:22][CH:21]=3)=[CH:13][C:12]=12.N1CC(C2C=CC(C(NCC3C=CN4C=CN=C4C=3)=O)=CC=2)C1>>[CH:2]1([S:4]([N:28]2[CH2:29][CH2:30][CH:26]([C:23]3[CH:24]=[CH:25][C:20]([C:19]([NH:18][CH2:17][C:14]4[CH:15]=[CH:16][N:11]5[CH:10]=[CH:9][N:8]=[C:12]5[CH:13]=4)=[O:31])=[CH:21][CH:22]=3)[CH2:27]2)(=[O:6])=[O:5])[CH2:3][CH2:1]1. Procedure: The title compound was prepared as described in Example 557C, substituting cyclopropane sulfonyl chloride for propane-2-sulfonyl chloride and N-(imidazo[1,2-a]pyridin-7-ylmethyl)-4-(pyrrolidin-3-yl)benzamide for 4-(azetidin-3-yl)-N-(imidazo[1,2-a]pyridin-7-ylmethyl)benzamide. 1H NMR (400 MHz, DMSO-d6) δ ppm 9.07 (t, J=5.9 Hz, 1H), 8.48 (dd, J=6.9, 0.9 Hz, 1H), 7.88 (m, 3H), 7.51 (d, J=1.2 Hz, 1H), 7.45 (m, 2H), 7.38 (m, 1H), 6.85 (dd, J=6.9, 1.7 Hz, 1H), 4.50 (d, J=5.9 Hz, 2H), 3.79 (dd, J=9.7, ...